The task is: describe an organic reaction: reactants, conditions, products, and yield. This data is from the Open Reaction Database (ORD), a public repository of structured organic reaction records. Reactants: FC=1C=C(C=O)C=CC1O (3-fluoro-4-hydroxybenzaldehyde), ICCC (1-iodopropane), ( 11 ). The product is FC=1C=C(C=O)C=CC1OCCC (3-Fluoro-4-propoxybenzaldehyde). Reaction SMILES: [F:1][C:2]1[CH:3]=[C:4]([CH:7]=[CH:8][C:9]=1[OH:10])[CH:5]=[O:6].I[CH2:12][CH2:13][CH3:14]>>[F:1][C:2]1[CH:3]=[C:4]([CH:7]=[CH:8][C:9]=1[O:10][CH2:12][CH2:13][CH3:14])[CH:5]=[O:6]. Procedure details: 3-Fluoro-4-propoxybenzaldehyde was synthesized starting from 3-fluoro-4-hydroxybenzaldehyde (0.83 g, 5.95 mmol) and 1-iodopropane (1.16 ml, 11.9 mmol) according to reaction conditions described by Liou et al., J. Med. Chem. 2004, 47 (11), 2903. Reactants: COCCO, O=C(O)Cc1cccc(Oc2ccc(C(F)(F)F)cc2Cl)c1, Cc1ccc(S(=O)(=O)O)cc1, c1ccccc1. Product: COCCOC(=O)Cc1cccc(Oc2ccc(C(F)(F)F)cc2Cl)c1. RXN SMILES: [CH3:23][O:24][CH2:25][CH2:26][OH:27].[Cl:1][c:2]1[c:3]([O:4][c:5]2[cH:6][c:7]([CH2:11][C:12](=[O:13])[OH:14])[cH:8][cH:9][cH:10]2)[cH:15][cH:16][c:17]([C:19]([F:20])([F:21])[F:22])[cH:18]1.[c:28]1([CH3:29])[cH:30][cH:31][c:32]([S:33]([OH:34])(=[O:35])=[O:36])[cH:37][cH:38]1.[cH:39]1[cH:40][cH:41][cH:42][cH:43][cH:44]1>>[Cl:1][c:2]1[c:3]([O:4][c:5]2[cH:6][c:7]([CH2:11][C:12](=[O:13])[O:14][CH2:26][CH2:25][O:24][CH3:23])[cH:8][cH:9][cH:10]2)[cH:15][cH:16][c:17]([C:19]([F:20])([F:21])[F:22])[cH:18]1. The reactants are N1=CC=C(C=C1)CN1CC(C2=CC(=CC=C12)O)(C)C (1-(4-pyridylmethyl)-3,3-dimethylindolin-5-ol), C1(CCCCC1)CN=C=O (cyclohexylmethylisocyanate), Example 2 ( 2 ). The product is C1(CCCCC1)CNC(OC=1C=C2C(CN(C2=CC1)CC1=CC=NC=C1)(C)C)=O (1-(4-pyridylmethyl)-3,3-dimethylindolin-5-yl cyclohexylmethylcarbamate), solid. The yield is 19.0%. RXN SMILES: [N:1]1[CH:6]=[CH:5][C:4]([CH2:7][N:8]2[C:16]3[C:11](=[CH:12][C:13]([OH:17])=[CH:14][CH:15]=3)[C:10]([CH3:19])([CH3:18])[CH2:9]2)=[CH:3][CH:2]=1.[CH:20]1([CH2:26][N:27]=[C:28]=[O:29])[CH2:25][CH2:24][CH2:23][CH2:22][CH2:21]1>>[CH:20]1([CH2:26][NH:27][C:28](=[O:29])[O:17][C:13]2[CH:12]=[C:11]3[C:16](=[CH:15][CH:14]=2)[N:8]([CH2:7][C:4]2[CH:5]=[CH:6][N:1]=[CH:2][CH:3]=2)[CH2:9][C:10]3([CH3:19])[CH3:18])[CH2:25][CH2:24][CH2:23][CH2:22][CH2:21]1. Reported procedure: The title compound was synthesized from 1-(4-pyridylmethyl)-3,3-dimethylindolin-5-ol (20.0 mg, 0.09 mmol) using the same procedure employed for Example 2 (2), but with cyclohexylmethylisocyanate instead of 4-isopropylphenylisocyanate. The product was obtained as a white solid (5.8 mg, 19%) having the following characteristics. The reactants are O=C([O-])[O-], CCC(C#N)OS(C)(=O)=O, CC#N, Oc1cccc(C(F)(F)F)c1Cl, [K+], [K+], O. Yields the product CCC(C#N)Oc1cccc(C(F)(F)F)c1Cl. RXN SMILES: [C:23](=[O:24])([O-:25])[O-:26].[CH3:1][S:2](=[O:3])(=[O:4])[O:5][CH:6]([C:7]#[N:8])[CH2:9][CH3:10].[CH3:30][C:31]#[N:32].[Cl:11][c:12]1[c:13]([OH:22])[cH:14][cH:15][cH:16][c:17]1[C:18]([F:19])([F:20])[F:21].[K+:27].[K+:28].[OH2:29]>>[O:5]([CH:6]([C:7]#[N:8])[CH2:9][CH3:10])[c:13]1[c:12]([Cl:11])[c:17]([C:18]([F:19])([F:20])[F:21])[cH:16][cH:15][cH:14]1.